From a dataset of the Open Reaction Database (ORD), a public repository of structured organic reaction records. describe an organic reaction: reactants, conditions, products, and yield Starting materials: C(C)(C)(C)OC(=O)N1CCC2=C(CC1)C(=C(C=C2)Cl)SC(N(C)C)=O (3-tert-butoxycarbonyl-7-chloro-6-dimethylcarbamoylthio-2,3,4,5-tetrahydro-1H-benzo[d]azepine), FC(S(=O)(=O)OCC(C1=NC=CC=C1)(F)F)(F)F (2,2-difluoro-2-pyridin-2-yl-ethyl trifluoromethanesulfonate). The product is Cl.ClC1=C(C2=C(CCNCC2)C=C1)SCC(C1=NC=CC=C1)(F)F (7-Chloro-6-(2,2-difluoro-2-pyridin-2-yl-ethylthio)-2,3,4,5-tetrahydro-1H-benzo[d]azepine Hydrochloride). The yield is 66.0%. Reaction SMILES: C(OC([N:8]1[CH2:14][CH2:13][C:12]2[C:15]([S:20][C:21](=O)N(C)C)=[C:16]([Cl:19])[CH:17]=[CH:18][C:11]=2[CH2:10][CH2:9]1)=O)(C)(C)C.FC(F)(F)S(OC[C:33]([F:41])([F:40])[C:34]1[CH:39]=[CH:38][CH:37]=[CH:36][N:35]=1)(=O)=O>>[ClH:19].[Cl:19][C:16]1[CH:17]=[CH:18][C:11]2[CH2:10][CH2:9][NH:8][CH2:14][CH2:13][C:12]=2[C:15]=1[S:20][CH2:21][C:33]([F:41])([F:40])[C:34]1[CH:39]=[CH:38][CH:37]=[CH:36][N:35]=1 |f:2.3|. Reported procedure: Example 647 may be prepared essentially as described in Example 646 using 3-tert-butoxycarbonyl-7-chloro-6-dimethylcarbamoylthio-2,3,4,5-tetrahydro-1H-benzo[d]azepine and 2,2-difluoro-2-pyridin-2-yl-ethyl trifluoromethanesulfonate (prepared by following the procedure described in J. Med. Chem. 2003, 46, 461-473) (66% yield, MS (ES+) m/z 355 (M+H)+). Starting materials: CO, C=CCOC(=O)CCCC=CCC1C(Cl)CC(OC2CCCCO2)C1C=CC(O)CCCC(C)O, Cc1ccc(S(=O)(=O)[O-])cc1, c1cc[nH+]cc1. Yields the product C=CCOC(=O)CCCC=CCC1C(Cl)CC(O)C1C=CC(O)CCCC(C)O. As a reaction SMILES: [CH3:53][OH:54].[Cl:1][CH:2]1[CH2:3][CH:4]([O:29][CH:30]2[CH2:31][CH2:32][CH2:33][CH2:34][O:35]2)[CH:5]([CH:19]=[CH:20][CH:21]([CH2:22][CH2:23][CH2:24][CH:25]([CH3:26])[OH:27])[OH:28])[CH:6]1[CH2:7][CH:8]=[CH:9][CH2:10][CH2:11][CH2:12][C:13](=[O:14])[O:15][CH2:16][CH:17]=[CH2:18].[c:36]1([CH3:37])[cH:38][cH:39][c:40]([S:41]([O-:42])(=[O:43])=[O:44])[cH:45][cH:46]1.[nH+:47]1[cH:48][cH:49][cH:50][cH:51][cH:52]1>>[Cl:1][CH:2]1[CH2:3][CH:4]([OH:29])[CH:5]([CH:19]=[CH:20][CH:21]([CH2:22][CH2:23][CH2:24][CH:25]([CH3:26])[OH:27])[OH:28])[CH:6]1[CH2:7][CH:8]=[CH:9][CH2:10][CH2:11][CH2:12][C:13](=[O:14])[O:15][CH2:16][CH:17]=[CH2:18]. Reactants: [N+](=[N-])=C (diazomethane), C(C1=CC=CC=C1)OC(=O)N1C[C@H]([C@H](C1)C=C)NC(=O)OC(C)(C)C ((3S,4S)-1-benzyloxycarbonyl-3-(tert-butoxycarbonyl)amino-4-vinylpyrrolidine). The reagents and catalysts are C(C)(=O)[O-].[Pd+2].C(C)(=O)[O-] (palladium acetate). The solvent is C(C)OCC (diethyl ether). Run at time 2 hour. Yields the product C(C1=CC=CC=C1)OC(=O)N1C[C@H]([C@H](C1)C1CC1)NC(=O)OC(C)(C)C ((3S,4S)-1-Benzyloxycarbonyl-3-(tert-butoxycarbonyl)amino-4-cyclopropylpyrrolidine). RXN SMILES: [N+](=[CH2:3])=[N-].[CH2:4]([O:11][C:12]([N:14]1[CH2:18][C@H:17]([CH:19]=[CH2:20])[C@H:16]([NH:21][C:22]([O:24][C:25]([CH3:28])([CH3:27])[CH3:26])=[O:23])[CH2:15]1)=[O:13])[C:5]1[CH:10]=[CH:9][CH:8]=[CH:7][CH:6]=1>C(OCC)C.C([O-])(=O)C.[Pd+2].C([O-])(=O)C>[CH2:4]([O:11][C:12]([N:14]1[CH2:18][C@H:17]([CH:19]2[CH2:3][CH2:20]2)[C@H:16]([NH:21][C:22]([O:24][C:25]([CH3:28])([CH3:27])[CH3:26])=[O:23])[CH2:15]1)=[O:13])[C:5]1[CH:6]=[CH:7][CH:8]=[CH:9][CH:10]=1 |f:3.4.5|. Procedure details: An excessive amount of a solution of diazomethane in diethyl ether (30 mL) was added to (3S,4S)-1-benzyloxycarbonyl-3-(tert-butoxycarbonyl)amino-4-vinylpyrrolidine (270 mg, 779 mmol). Under cooling with ice, palladium acetate (10 mg) was added thereto, followed by stirring at room temperature for 2 hours. After completion of reaction, insoluble matter was removed through filtration. The filtrate was concentrated under reduced pressure, and the obtained residue was purified though silica gel colu... The reactants are C=C1CC(=O)O1 (diketene), NC=1C=C(NC(CC)=O)C=CC1 (m-aminopropionanilide). Run in C1=CC=CC=C1 (benzene). Run at time 2 hour. Product: C(CC)(=O)NC=1C=C(NC(CC(C)=O)=O)C=CC1 (m-propionamido-acetylacetanilide). Yield: 95.1%. As a reaction SMILES: [CH2:1]=[C:2]1[O:6][C:4](=[O:5])[CH2:3]1.[NH2:7][C:8]1[CH:9]=[C:10]([CH:16]=[CH:17][CH:18]=1)[NH:11][C:12](=[O:15])[CH2:13][CH3:14]>C1C=CC=CC=1>[C:12]([NH:11][C:10]1[CH:9]=[C:8]([CH:18]=[CH:17][CH:16]=1)[NH:7][C:4](=[O:5])[CH2:3][C:2](=[O:6])[CH3:1])(=[O:15])[CH2:13][CH3:14]. Procedure details: 42 g of diketene were added to a solution of 82.1 g of m-aminopropionanilide in 400 ml of benzene and the mixture was stirred for 41/2 hours and then was vacuum filtered. The recovered precipitate was washed with benzene, then isopropyl ether and dried to obtain 118 g of m-propionamido-acetylacetanilide melting at 70° C. which was used as is for the next step.